Task: describe an organic reaction: reactants, conditions, products, and yield. Dataset: the Open Reaction Database (ORD), a public repository of structured organic reaction records Reactants: C(C(C)(C)C)(=O)OC1=CC(=CC=C1)[N+](=O)[O-] (O-pivaloyl-3-nitrophenol). Reagents/catalysts: [Pd] (Pd). Solvent: C(Cl)Cl (CH2Cl2). Conditions: time 3 hour. The product is C(C(C)(C)C)(=O)OC1=CC(=CC=C1)N (O-pivaloyl-3-aminophenol). Yield: 95.9%. As a reaction SMILES: [C:1]([O:7][C:8]1[CH:13]=[CH:12][CH:11]=[C:10]([N+:14]([O-])=O)[CH:9]=1)(=[O:6])[C:2]([CH3:5])([CH3:4])[CH3:3]>[Pd].C(Cl)Cl>[C:1]([O:7][C:8]1[CH:13]=[CH:12][CH:11]=[C:10]([NH2:14])[CH:9]=1)(=[O:6])[C:2]([CH3:5])([CH3:4])[CH3:3]. Procedure: To 60 mL anhydrous CH2Cl2 was added O-pivaloyl-3-nitrophenol (5.0 g, 22.4 mmol) and a catalytic amount (50 mg) of 10% Pd on C. The flask was repeatedly evacuated and flushed with N2. The reaction flask was again evacuated and H2 was introduced by balloon. After stirring under an atmosphere of H2 for 3 h, the reaction flask was flushed twice with N2. The suspension was then filtered through a bed of Celite™ and concentrated to give 4.15 g (96%) of O-pivaloyl-3-aminophenol as a viscous amber oil. ... Reactants: [Br-], COc1cccc(C[Mg+])c1, COC(=O)c1cc2c([nH]1)C(=O)CC2. The product is COC(=O)c1cc2c([nH]1)C(Cc1cccc(OC)c1)CC2. RXN SMILES: [Br-:14].[CH3:15][O:16][c:17]1[cH:18][c:19]([CH2:20][Mg+:21])[cH:22][cH:23][cH:24]1.[O:1]=[C:2]1[CH2:3][CH2:4][c:5]2[c:6]1[nH:7][c:8]([C:10](=[O:11])[O:12][CH3:13])[cH:9]2>>[CH:2]1([CH2:20][c:19]2[cH:18][c:17]([O:16][CH3:15])[cH:24][cH:23][cH:22]2)[CH2:3][CH2:4][c:5]2[c:6]1[nH:7][c:8]([C:10](=[O:11])[O:12][CH3:13])[cH:9]2. The reactants are O1[C-]=NC(C1)=O (2-oxazolidone), [H-].[Na+] (sodium hydride), O1CCOCC1 (1,4-dioxane), C(C)OC(CC1=CC(=CC=C1)OC1=C(C=C(C=C1)F)CBr)=O ([3-(2-Bromomethyl-4-fluoro-phenoxy)-phenyl]-acetic acid ethyl ester), O1CCOCC1 (1,4-dioxane). Conditions: time 10 minute. Yields the product C(C)OC(CC1=CC(=CC=C1)OC1=C(C=C(C=C1)F)CN1C(OCC1)=O)=O ({3-[4-Fluoro-2-(2-oxo-oxazolidin-3-ylmethyl)-phenoxy]-phenyl}-acetic acid ethyl ester). RXN SMILES: [O:1]1[CH2:5][C:4](=O)[N:3]=[C-:2]1.[H-].[Na+].[CH2:9]([O:11][C:12](=[O:30])[CH2:13][C:14]1[CH:19]=[CH:18][CH:17]=[C:16]([O:20][C:21]2[CH:26]=[CH:25][C:24]([F:27])=[CH:23][C:22]=2[CH2:28]Br)[CH:15]=1)[CH3:10].[O:31]1CCOCC1>>[CH2:9]([O:11][C:12](=[O:30])[CH2:13][C:14]1[CH:19]=[CH:18][CH:17]=[C:16]([O:20][C:21]2[CH:26]=[CH:25][C:24]([F:27])=[CH:23][C:22]=2[CH2:28][N:3]2[CH2:4][CH2:5][O:1][C:2]2=[O:31])[CH:15]=1)[CH3:10] |f:1.2|. Procedure details: To 2-oxazolidone (0.12 g, 1.4 mmol) in 1,4-dioxane (10 mL) was added sodium hydride (60% in mineral oil; 0.06 g, 1.5 mmol), and the mixture was stirred for 10 minutes. [3-(2-Bromomethyl-4-fluoro-phenoxy)-phenyl]-acetic acid ethyl ester (0.35 g, 0.95 mmol) was added in 1,4-dioxane, and the reaction was stirred for 1 hour at room temperature. After work-up, the crude material was purified by preparative HPLC to give the desired product (0.16 g). The reactants are O=[N+]([O-])c1cccc(CBr)c1, O=C(c1ccccc1)c1cnc2c(C(F)(F)F)cccc2c1-c1cccc(O)c1. Product: O=C(c1ccccc1)c1cnc2c(C(F)(F)F)cccc2c1-c1cccc(OCc2cccc([N+](=O)[O-])c2)c1. As a reaction SMILES: [Br:30][CH2:31][c:32]1[cH:33][c:34]([N+:38](=[O:39])[O-:40])[cH:35][cH:36][cH:37]1.[OH:1][c:2]1[cH:3][c:4](-[c:8]2[c:9]([C:22](=[O:23])[c:24]3[cH:25][cH:26][cH:27][cH:28][cH:29]3)[cH:10][n:11][c:12]3[c:13]([C:18]([F:19])([F:20])[F:21])[cH:14][cH:15][cH:16][c:17]23)[cH:5][cH:6][cH:7]1>>[O:1]([c:2]1[cH:3][c:4](-[c:8]2[c:9]([C:22](=[O:23])[c:24]3[cH:25][cH:26][cH:27][cH:28][cH:29]3)[cH:10][n:11][c:12]3[c:13]([C:18]([F:19])([F:20])[F:21])[cH:14][cH:15][cH:16][c:17]23)[cH:5][cH:6][cH:7]1)[CH2:31][c:32]1[cH:33][c:34]([N+:38](=[O:39])[O-:40])[cH:35][cH:36][cH:37]1. Reactants: COCCOc1cc(Oc2cccnc2)cnc1[N+](=O)[O-], CC(=O)O, O, [Zn]. The product is COCCOc1cc(Oc2cccnc2)cnc1N. Reaction SMILES: [CH3:1][O:2][CH2:3][CH2:4][O:5][c:6]1[c:7]([N+:19]([O-:20])=[O:21])[n:8][cH:9][c:10]([O:12][c:13]2[cH:14][n:15][cH:16][cH:17][cH:18]2)[cH:11]1.[CH3:22][C:23](=[O:24])[OH:25].[OH2:27].[Zn:26]>>[CH3:1][O:2][CH2:3][CH2:4][O:5][c:6]1[c:7]([NH2:19])[n:8][cH:9][c:10]([O:12][c:13]2[cH:14][n:15][cH:16][cH:17][cH:18]2)[cH:11]1. Reaction SMILES: [ClH:1].[CH2:2]([N:4]([CH2:17][CH3:18])[CH:5]1[CH2:14][C:13]2[C:8](=[C:9]([CH3:15])[CH:10]=[CH:11][CH:12]=2)[NH:7][C:6]1=[O:16])[CH3:3].[H-].[Na+].[CH3:21]I.Cl>CN(C)C=O.O>[ClH:1].[CH3:21][N:7]1[C:8]2[C:13](=[CH:12][CH:11]=[CH:10][C:9]=2[CH3:15])[CH2:14][CH:5]([N:4]([CH2:2][CH3:3])[CH2:17][CH3:18])[C:6]1=[O:16] |f:0.1,2.3,8.9|. The solvent is CN(C=O)C (dimethylformamide), O (water). Procedure details: Solution of 12.3 g of 3-diethylamino-8-methyl-3,4-dihydrocarbostyril hydrochloride in 100 ml of anhydrous dimethylformamide was added 1.9 g of 60%-sodium hydride, then this mixture was heated at 50° C. for 30 minutes. Next, to this reaction mixture was added dropwise 6.53 g of methyl iodide under ice-cooling condition. After the dropwise addition, the whole mixture was heated at 50° to 60° C. with stirring. The reaction mixture was poured in water, and was extracted with chloroform. The chlorofo... Run at temperature 50 celsius. Yield: 92.7%. Starting materials: Cl.C(C)N(C1C(NC2=C(C=CC=C2C1)C)=O)CC (3-diethylamino-8-methyl-3,4-dihydrocarbostyril hydrochloride), [H-].[Na+] (sodium hydride), Cl (hydrochloride), CI (methyl iodide). Yields the product Cl.CN1C(=O)C(CC2=CC=CC(=C12)C)N(CC)CC (1-methyl-3-diethylamino-8-methyl-3,4-dihydrocarbostyril hydrochloride).